From a dataset of the Open Reaction Database (ORD), a public repository of structured organic reaction records. describe an organic reaction: reactants, conditions, products, and yield Starting materials: ClC=1SC(=CC1)CCl (2-chloro-5-(chloromethyl)thiophene), 5,6-dihydrospiro[benzo[1,2-b:5,4-b′]difuran-3,3′-indol]-2″(1′H)-one, BrCC1OCCCC1 (2-(bromomethyl)tetrahydro-2H-pyran), BrC1=C2C3(C(NC2=CC=C1)=O)COC=1C3=CC3=C(OCO3)C1 (4′-bromospiro[furo[2,3-f][1,3]benzodioxole-7,3′-indol]-2′(1′H)-one). Yields the product BrC1=C2C3(C(N(C2=CC=C1)CC=1SC(=CC1)Cl)=O)COC=1C3=CC3=C(OCO3)C1 (4′-bromo-1′-[(5-chloro-2-thienyl)methyl]spiro[furo[2,3-f][1,3]benzodioxole-7,3′-indol]-2′(1′H)-one). Reaction SMILES: [Cl:1][C:2]1[S:3][C:4]([CH2:7]Cl)=[CH:5][CH:6]=1.BrCC1CCCCO1.[Br:17][C:18]1[CH:26]=[CH:25][CH:24]=[C:23]2[C:19]=1[C:20]1([C:31]3=[CH:32][C:33]4[O:37][CH2:36][O:35][C:34]=4[CH:38]=[C:30]3[O:29][CH2:28]1)[C:21](=[O:27])[NH:22]2>>[Br:17][C:18]1[CH:26]=[CH:25][CH:24]=[C:23]2[C:19]=1[C:20]1([C:31]3=[CH:32][C:33]4[O:37][CH2:36][O:35][C:34]=4[CH:38]=[C:30]3[O:29][CH2:28]1)[C:21](=[O:27])[N:22]2[CH2:7][C:4]1[S:3][C:2]([Cl:1])=[CH:6][CH:5]=1. Reported procedure: Following the procedure as described in EXAMPLE 4 and making non-critical variations using 2-chloro-5-(chloromethyl)thiophene to replace 2-(bromomethyl)tetrahydro-2H-pyran, and 4′-bromospiro[furo[2,3-f][1,3]benzodioxole-7,3′-indol]-2′(1′H)-one to replace 5,6-dihydrospiro[benzo[1,2-b:5,4-b′]difuran-3,3′-indol]-2″(1′H)-one, 4′-bromo-1′-[(5-chloro-2-thienyl)methyl]spiro[furo[2,3-f][1,3]benzodioxole-7,3′-indol]-2′(1′H)-one was obtained (95%) as a colorless solid: mp 85-87° C.; 1H NMR (300 MHz, DMSO-... Procedure details: The same procedure as in Example 1-1 was carried out by using p-nitrobenzyl (1R,5S,6S)-2-diphenoxyphosphoryloxy-6-[(R)-1-hydroxyethyl]-1-methyl-1-carbapen-2-em-3-carboxylate (680 mg, 1.14 mmol) and (2S,4S)-4-mercapto-2-(N-methylpyrrolidin-3-yl)-N-(p-nitrobenzyloxycarbonyl)pyrrolidine trifluoromethane sulfonate (650 mg, 1.26 mmol, compound of Reference Examples 6-9) to obtain p-nitrobenzyl (1R,5S,6S)-6-[(R)-1-hydroxyethyl]-1-methyl-2-[(2S,4S)-N-(p-nitrobenzyloxycarbonyl)-2-(N-methylpyrrolidin-3-y... The yield is 74.5%. Starting materials: O(C1=CC=CC=C1)P(=O)(OC1=CC=CC=C1)OC=1[C@@H]([C@@H]2N(C1C(=O)OCC1=CC=C(C=C1)[N+](=O)[O-])C([C@@H]2[C@@H](C)O)=O)C (p-nitrobenzyl (1R,5S,6S)-2-diphenoxyphosphoryloxy-6-[(R)-1-hydroxyethyl]-1-methyl-1-carbapen-2-em-3-carboxylate), FC(S(=O)(=O)O)(F)F.S[C@H]1C[C@H](N(C1)C(=O)OCC1=CC=C(C=C1)[N+](=O)[O-])C1CN(CC1)C ((2S,4S)-4-mercapto-2-(N-methylpyrrolidin-3-yl)-N-(p-nitrobenzyloxycarbonyl)pyrrolidine trifluoromethane sulfonate). The product is O[C@H](C)[C@@H]1[C@@H]2N(C(=C([C@@H]2C)S[C@H]2C[C@H](N(C2)C(=O)OCC2=CC=C(C=C2)[N+](=O)[O-])C2CN(CC2)C)C(=O)OCC2=CC=C(C=C2)[N+](=O)[O-])C1=O (p-nitrobenzyl (1R,5S,6S)-6-[(R)-1-hydroxyethyl]-1-methyl-2-[(2S,4S)-N-(p-nitrobenzyloxycarbonyl)-2-(N-methylpyrrolidin-3-yl)pyrrolidin-4-ylthio]-1-carbapen-2-em-3-carboxylate). Reaction SMILES: O(P(O[C:18]1[C@H:19]([CH3:42])[C@H:20]2[C@@H:37]([C@H:38]([OH:40])[CH3:39])[C:36](=[O:41])[N:21]2[C:22]=1[C:23]([O:25][CH2:26][C:27]1[CH:32]=[CH:31][C:30]([N+:33]([O-:35])=[O:34])=[CH:29][CH:28]=1)=[O:24])(OC1C=CC=CC=1)=O)C1C=CC=CC=1.FC(F)(F)S(O)(=O)=O.[SH:51][C@@H:52]1[CH2:56][N:55]([C:57]([O:59][CH2:60][C:61]2[CH:66]=[CH:65][C:64]([N+:67]([O-:69])=[O:68])=[CH:63][CH:62]=2)=[O:58])[C@H:54]([CH:70]2[CH2:74][CH2:73][N:72]([CH3:75])[CH2:71]2)[CH2:53]1>>[OH:40][C@@H:38]([C@H:37]1[C:36](=[O:41])[N:21]2[C:22]([C:23]([O:25][CH2:26][C:27]3[CH:28]=[CH:29][C:30]([N+:33]([O-:35])=[O:34])=[CH:31][CH:32]=3)=[O:24])=[C:18]([S:51][C@@H:52]3[CH2:56][N:55]([C:57]([O:59][CH2:60][C:61]4[CH:62]=[CH:63][C:64]([N+:67]([O-:69])=[O:68])=[CH:65][CH:66]=4)=[O:58])[C@H:54]([CH:70]4[CH2:74][CH2:73][N:72]([CH3:75])[CH2:71]4)[CH2:53]3)[C@H:19]([CH3:42])[C@H:20]12)[CH3:39] |f:1.2|. The reactants are ClCCl (dichloromethane), C1(=CC=CC=C1)C1=C(C(=NO1)C(=O)O)C(F)(F)F (5-phenyl-4-(trifluoromethyl)isoxazole-3-carboxylic acid), trimethyldiazomethane, ClCCl (dichloromethane). Solvent: CO (methanol). Reaction conditions: time 8 hour. Product: C1(=CC=CC=C1)C1=C(C(=NO1)C(=O)OC)C(F)(F)F (methyl 5-phenyl-4-(trifluoromethyl)isoxazole-3-carboxylate). Yield: 97.0%. Reaction SMILES: [C:1]1([C:7]2[O:11][N:10]=[C:9]([C:12]([OH:14])=[O:13])[C:8]=2[C:15]([F:18])([F:17])[F:16])[CH:6]=[CH:5][CH:4]=[CH:3][CH:2]=1.Cl[CH2:20]Cl>CO>[C:1]1([C:7]2[O:11][N:10]=[C:9]([C:12]([O:14][CH3:20])=[O:13])[C:8]=2[C:15]([F:17])([F:18])[F:16])[CH:2]=[CH:3][CH:4]=[CH:5][CH:6]=1. Procedure: To a solution of 5-phenyl-4-(trifluoromethyl)isoxazole-3-carboxylic acid (Intermediate I-5D, 0.500 g, 1.94 mmol) in dichloromethane (5 mL) and methanol (1 mL) at room temperature was added trimethyldiazomethane (2.0 M in ether) (1.17 mL, 2.33 mmol) slowly over 10 min. During the addition, the solution remained colorless and the evolution of gas nitrogen was noted. Toward the end of the addition, the bubbling ceased and the solution became pale yellow. The reaction mixture was stirred overnight. ... Reactants: C(C1=CC=CC=C1)N1CCC2(CO2)CC1 (N-benzyl-1-oxa-6-azaspiro[2,5]-octane), BrC=1C=CC(=NC1)O (5-bromo-2-hydroxy-pyridine). Solvent: C(C)O.C(C)(=O)OCC (ethanol ethyl acetate), Cl.CCO (HCl EtOH). The product is BrC=1C=CC(N(C1)CC1(CCN(CC1)CC1=CC=CC=C1)O)=O (5-bromo-1-[(1-benzyl-4-hydroxypiperidin-4-yl)-methyl]-pyridin-2(1H)-one). The yield is 78.5%. As a reaction SMILES: [CH2:1]([N:8]1[CH2:15][CH2:14][C:11]2([O:13][CH2:12]2)[CH2:10][CH2:9]1)[C:2]1[CH:7]=[CH:6][CH:5]=[CH:4][CH:3]=1.[Br:16][C:17]1[CH:18]=[CH:19][C:20]([OH:23])=[N:21][CH:22]=1>C(O)C.C(OCC)(=O)C.Cl.CCO>[Br:16][C:17]1[CH:18]=[CH:19][C:20](=[O:23])[N:21]([CH2:12][C:11]2([OH:13])[CH2:14][CH2:15][N:8]([CH2:1][C:2]3[CH:7]=[CH:6][CH:5]=[CH:4][CH:3]=3)[CH2:9][CH2:10]2)[CH:22]=1 |f:2.3,4.5|. Procedure details: Referring to the method 2 of Example 1, N-benzyl-1-oxa-6-azaspiro[2,5]-octane and 5-bromo-2-hydroxy-pyridine were used for preparing a free base. Melting point: 146-148° C. The product was dissolved in ethanol-ethyl acetate and salified with HCl-EtOH to obtain a hydrochloride, yield 78.5%. Melting point: 148-150° C. 1H-NMR (D2O, ppm) δ: 7.594 (1H, d, J=2.80 Hz), 7.495 (1H, dd, J1=9.52 Hz, J2=2.52 Hz), 7.24-7.34 (5H, m), 6.365 (1H, d, J=9.52 Hz), 4.112 (2H, s), 3.891 (2H, s), 3.208 (2H, d, J=13.1... Reactants: Cl[O-].[Na+] (sodium hypochlorite), C(C)(=O)OCC (ethyl acetate), C(C)C=1C=CC2=C(C=CC(O2)(C)C)C1 (6-ethyl-2,2-dimethyl-2H-1-benzopyran), C1(=CC=CC=C1)CCCC1=CC=[N+](C=C1)[O-] (4-(3-phenylpropyl)-pyridineoxide). Reaction conditions: time 2 hour. Yields the product O1[C@H]2C(OC3=C([C@H]21)C=C(C=C3)CC)(C)C ((3R*,4R*)-3,4-epoxy-6-ethyl-3,4-dihydro-2,2-dimethyl-2H-1-benzopyran). The yield is 69.0%. RXN SMILES: C(OCC)(=[O:3])C.[CH2:7]([C:9]1[CH:10]=[CH:11][C:12]2[O:17][C:16]([CH3:19])([CH3:18])[CH:15]=[CH:14][C:13]=2[CH:20]=1)[CH3:8].C1(CCCC2C=C[N+]([O-])=CC=2)C=CC=CC=1.Cl[O-].[Na+]>>[O:3]1[C@H:14]2[C@@H:15]1[C:16]([CH3:19])([CH3:18])[O:17][C:12]1[CH:11]=[CH:10][C:9]([CH2:7][CH3:8])=[CH:20][C:13]=12 |f:3.4|. Procedure: To a solution (2 mL) of ethyl acetate containing 100 mg (0.53 mmol) of 6-ethyl-2,2-dimethyl-2H-1-benzopyran (synthesized according to the method described in Jananese Patent Application Laid-open No. Sho 62-273972), salen manganese complex (17 mg, 0.016 mmol), 4-(3-phenylpropyl)-pyridineoxide) (12 mg, 0.053 mmol) and aqueous sodium hypochlorite solution (0.96 g, 1.14 Kg/mol, 1.1 mmol) were added at room temperature, and stirred for two hours at room temperature. After Celite filtration upon addi... The reactants are [OH-].[Mg+2].[OH-] (magnesium hydroxide), C(C)(=O)CC(C)=O (acetylacetone). Reaction conditions: time 4 hour. Yields the product CC(=CC(=O)C)[O-].CC(=CC(=O)C)[O-].[Mg+2] (magnesium acetylacetonate). The yield is 100.5%. RXN SMILES: [OH-].[Mg+2:2].[OH-].[C:4]([CH2:7][C:8](=[O:10])[CH3:9])(=[O:6])[CH3:5]>>[CH3:9][C:8]([O-:10])=[CH:7][C:4]([CH3:5])=[O:6].[CH3:9][C:8]([O-:10])=[CH:7][C:4]([CH3:5])=[O:6].[Mg+2:2] |f:0.1.2,4.5.6|. Procedure details: 350 g (6 mol) of magnesium hydroxide was supplied to the kneader used in Comparative Example 1, and stirred. Thereafter, 1,443 g [14.4 mol, magnesium hydroxide/acetylacetone=1/2.4 (molar ratio)] of acetylacetone was added dropwise into the kneader over 3 hours. The reaction temperature was between 35 and 64° C. After completion of the dropping, at a temperature of 64 to 65° C., the reaction mixture was stirred and mixed for aging for 4 hours until the reaction was complete. The resulting product...